Task: describe an organic reaction: reactants, conditions, products, and yield. Dataset: the Open Reaction Database (ORD), a public repository of structured organic reaction records The reactants are O=C1SC(C(N1)=O)CC1=CC=C(OCC2(OC3=CC=C(C=C3CC2)C(=O)OCC)C)C=C1 (ethyl 2-[4-(2,4-dioxothiazolidin-5-ylmethyl)phenoxymethyl]-2-methylchroman-6-carboxylate), Cl (hydrochloric acid). Solvent: C(C)(=O)O (acetic acid). Product: O=C1SC(C(N1)=O)CC1=CC=C(OCC2(OC3=CC=C(C=C3CC2)C(=O)O)C)C=C1 (2-[4-(2,4-Dioxothiazolidin-5-ylmethyl)phenoxymethyl]-2-methylchroman-6-carboxylic acid). The yield is 78.9%. Reaction SMILES: [O:1]=[C:2]1[NH:6][C:5](=[O:7])[CH:4]([CH2:8][C:9]2[CH:32]=[CH:31][C:12]([O:13][CH2:14][C:15]3([CH3:30])[CH2:24][CH2:23][C:22]4[C:17](=[CH:18][CH:19]=[C:20]([C:25]([O:27]CC)=[O:26])[CH:21]=4)[O:16]3)=[CH:11][CH:10]=2)[S:3]1.Cl>C(O)(=O)C>[O:1]=[C:2]1[NH:6][C:5](=[O:7])[CH:4]([CH2:8][C:9]2[CH:32]=[CH:31][C:12]([O:13][CH2:14][C:15]3([CH3:30])[CH2:24][CH2:23][C:22]4[C:17](=[CH:18][CH:19]=[C:20]([C:25]([OH:27])=[O:26])[CH:21]=4)[O:16]3)=[CH:11][CH:10]=2)[S:3]1. Reported procedure: A procedure similar to that described in Example 15 was repeated, except that 1.1 g of ethyl 2-[4-(2,4-dioxothiazolidin-5-ylmethyl)phenoxymethyl]-2-methylchroman-6-carboxylate (prepared as described in Example 17), 10 ml of acetic acid and 5 ml of 3N aqueous hydrochloric acid were used, to afford 814 mg of the title compound as colorless crystals, melting at 223°-225° C. Starting materials: ClCC1=CC=C2C=CC=C3C4=CC=CC=C4C1=C23 (1-Chloromethylfluoranthene), NC(CO)(CO)C (2-amino-2-methyl-1,3-propanediol), C(=O)([O-])[O-].[K+].[K+] (K2CO3), C,H,N,Cl, CCO (EtOH). Solvent: Cl (HCl), Cl (HCl), O (H2O). Product: Cl.C1(=CC=C2C=CC=C3C4=CC=CC=C4C1=C23)CNC(CO)(CO)C (2-[(1-fluorantheneylmethyl)amino]-2-methyl-1,3-propanediol hydrochloride). The yield is 43.8%. As a reaction SMILES: [Cl:1][CH2:2][C:3]1[C:17]2=[C:18]3[C:10]([C:11]4[C:16]2=[CH:15][CH:14]=[CH:13][CH:12]=4)=[CH:9][CH:8]=[CH:7][C:6]3=[CH:5][CH:4]=1.[NH2:19][C:20]([CH3:25])([CH2:23][OH:24])[CH2:21][OH:22].C([O-])([O-])=O.[K+].[K+].CCO>O.Cl>[ClH:1].[C:3]1([CH2:2][NH:19][C:20]([CH3:25])([CH2:23][OH:24])[CH2:21][OH:22])[C:17]2=[C:18]3[C:10]([C:11]4[C:16]2=[CH:15][CH:14]=[CH:13][CH:12]=4)=[CH:9][CH:8]=[CH:7][C:6]3=[CH:5][CH:4]=1 |f:2.3.4,8.9|. Procedure: To a RB flask equipped with magnetic stirring bar, condenser and N2 inlet line with bubbler was added crude 1-chloromethylfluoranthene (3C, 13.01 g, 52 mmol), 2-amino-2-methyl-1,3-propanediol (Aldrich, 5.46 g, 52 mmol), K2CO3 (MCB, 14.37 g, 0.104 mol) and abs. EtOH (300 mL). The reaction was stirred at reflux overnight, filtered hot, and the solvent removed by rotary evaporation to give a crude dark oil. This was acidified with 1N HCl and dissolved in H2O, filtered, basified with 5N NaOH solutio... Starting materials: CC(=O)[O-], CN(C)C=O, CC(C)CCCC(C)CCCC(C)CCCl, ClC(Cl)Cl, [K+], O=[Pt]=O. Product: CC(C)CCCC(C)CCCC(C)CCO. Reaction SMILES: [CH3:18][C:19]([O-:20])=[O:21].[CH3:26][N:27]([CH3:28])[CH:29]=[O:30].[Cl:1][CH2:2][CH2:3][CH:4]([CH2:5][CH2:6][CH2:7][CH:8]([CH2:9][CH2:10][CH2:11][CH:12]([CH3:13])[CH3:14])[CH3:15])[CH3:16].[Cl:22][CH:23]([Cl:24])[Cl:25].[K+:17].[Pt:31](=[O:32])=[O:33]>>[CH2:2]([CH2:3][CH:4]([CH2:5][CH2:6][CH2:7][CH:8]([CH2:9][CH2:10][CH2:11][CH:12]([CH3:13])[CH3:14])[CH3:15])[CH3:16])[OH:20]. Reactants: CC1CCC(Cn2c(-c3ccccc3Br)nc3ccccc32)CC1, C#Cc1ccc(C#N)cc1. The product is CC1CCC(Cn2c(-c3ccccc3C#Cc3ccc(C#N)cc3)nc3ccccc32)CC1. RXN SMILES: [Br:1][c:2]1[c:3](-[c:8]2[n:9][c:10]3[c:11]([n:12]2[CH2:13][CH:14]2[CH2:15][CH2:16][CH:17]([CH3:20])[CH2:18][CH2:19]2)[cH:21][cH:22][cH:23][cH:24]3)[cH:4][cH:5][cH:6][cH:7]1.[C:25](#[CH:26])[c:27]1[cH:28][cH:29][c:30]([C:31]#[N:32])[cH:33][cH:34]1>>[c:2]1([C:26]#[C:25][c:27]2[cH:28][cH:29][c:30]([C:31]#[N:32])[cH:33][cH:34]2)[c:3](-[c:8]2[n:9][c:10]3[c:11]([n:12]2[CH2:13][CH:14]2[CH2:15][CH2:16][CH:17]([CH3:20])[CH2:18][CH2:19]2)[cH:21][cH:22][cH:23][cH:24]3)[cH:4][cH:5][cH:6][cH:7]1. Starting materials: CCCCc1nc2ccc(OC(=O)NC3CCCCC3)cc2n1Cc1ccc(-c2ccccc2C(=O)OC(C)(C)C)cc1, ClCCl, O=C(O)C(F)(F)F. The product is CCCCc1nc2ccc(OC(=O)NC3CCCCC3)cc2n1Cc1ccc(-c2ccccc2C(=O)O)cc1. As a reaction SMILES: [CH2:1]([CH2:2][CH2:3][CH3:4])[c:5]1[n:6][c:7]2[c:8]([n:9]1[CH2:10][c:11]1[cH:12][cH:13][c:14](-[c:17]3[c:18]([C:23](=[O:24])[O:25][C:26]([CH3:27])([CH3:28])[CH3:29])[cH:19][cH:20][cH:21][cH:22]3)[cH:15][cH:16]1)[cH:30][c:31]([O:34][C:35](=[O:36])[NH:37][CH:38]1[CH2:39][CH2:40][CH2:41][CH2:42][CH2:43]1)[cH:32][cH:33]2.[CH2:51]([Cl:52])[Cl:53].[OH:44][C:45]([C:46]([F:47])([F:48])[F:49])=[O:50]>>[CH2:1]([CH2:2][CH2:3][CH3:4])[c:5]1[n:6][c:7]2[c:8]([n:9]1[CH2:10][c:11]1[cH:12][cH:13][c:14](-[c:17]3[c:18]([C:23](=[O:24])[OH:25])[cH:19][cH:20][cH:21][cH:22]3)[cH:15][cH:16]1)[cH:30][c:31]([O:34][C:35](=[O:36])[NH:37][CH:38]1[CH2:39][CH2:40][CH2:41][CH2:42][CH2:43]1)[cH:32][cH:33]2. The reactants are CCc1cc2c(=O)n(CC(=O)c3ccc(OC)c(Br)c3)c(=O)n(Cc3ccc(-c4ccccc4C#N)cc3)c2s1, O=C([O-])[O-], CB(O)O, CCOC(C)=O, [K+], [K+], C1CCOC1, O. Yields the product CCc1cc2c(=O)n(CC(=O)c3ccc(OC)c(C)c3)c(=O)n(Cc3ccc(-c4ccccc4C#N)cc3)c2s1. Reaction SMILES: [Br:1][c:2]1[cH:3][c:4]([C:10]([CH2:11][n:12]2[c:13](=[O:39])[n:14]([CH2:24][c:25]3[cH:26][cH:27][c:28](-[c:31]4[c:32]([C:37]#[N:38])[cH:33][cH:34][cH:35][cH:36]4)[cH:29][cH:30]3)[c:15]3[c:16]([c:17]2=[O:18])[cH:19][c:20]([CH2:22][CH3:23])[s:21]3)=[O:40])[cH:5][cH:6][c:7]1[O:8][CH3:9].[C:45](=[O:46])([O-:47])[O-:48].[CH3:41][B:42]([OH:43])[OH:44].[CH3:56][CH2:57][O:58][C:59](=[O:60])[CH3:61].[K+:49].[K+:50].[O:51]1[CH2:52][CH2:53][CH2:54][CH2:55]1.[OH2:62]>>[c:2]1([CH3:41])[cH:3][c:4]([C:10]([CH2:11][n:12]2[c:13](=[O:39])[n:14]([CH2:24][c:25]3[cH:26][cH:27][c:28](-[c:31]4[c:32]([C:37]#[N:38])[cH:33][cH:34][cH:35][cH:36]4)[cH:29][cH:30]3)[c:15]3[c:16]([c:17]2=[O:18])[cH:19][c:20]([CH2:22][CH3:23])[s:21]3)=[O:40])[cH:5][cH:6][c:7]1[O:8][CH3:9]. The reactants are CCCCN, CC#N, O=C(OCc1ccccc1)c1sc(Cl)nc1C(F)(F)F. Product: CCCCNc1nc(C(F)(F)F)c(C(=O)OCc2ccccc2)s1. As a reaction SMILES: [CH2:1]([CH2:2][CH2:3][CH3:4])[NH2:5].[CH3:26][C:27]#[N:28].[Cl:6][c:7]1[s:8][c:9]([C:16](=[O:17])[O:18][CH2:19][c:20]2[cH:21][cH:22][cH:23][cH:24][cH:25]2)[c:10]([C:12]([F:13])([F:14])[F:15])[n:11]1>>[CH2:1]([CH2:2][CH2:3][CH3:4])[NH:5][c:7]1[s:8][c:9]([C:16](=[O:17])[O:18][CH2:19][c:20]2[cH:21][cH:22][cH:23][cH:24][cH:25]2)[c:10]([C:12]([F:13])([F:14])[F:15])[n:11]1.